This data is from the Open Reaction Database (ORD), a public repository of structured organic reaction records. The task is: describe an organic reaction: reactants, conditions, products, and yield The reactants are [O-]C#N.[Na+] (Sodium cyanate), FC1=C(C=CC=C1)NC1=NN=C(O1)C(=O)NC=1C=NC(=CC1)N1CCNCC1 (5-[(2-Fluorophenyl)amino]-N-(6-piperazin-1-ylpyridin-3-yl)-1,3,4-oxadiazole-2-carboxamide), FC1=C(C=CC=C1)NC1=NN=C(O1)C(=O)NC=1C=NC(=CC1)N1CCNCC1 (5-[(2-Fluorophenyl)amino]-N-(6-piperazin-1-ylpyridin-3-yl)-1,3,4-oxadiazole-2-carboxamide), C(C)(=O)O (acetic acid), [O-]C#N.[Na+] (sodium cyanate), C(C)(=O)O (acetic acid), O1CCOCC1 (dioxan). The solvent is O (water), C1CCOC1 (THF), O (water). Reaction conditions: time 16 hour. The product is FC1=C(C=CC=C1)NC1=NN=C(O1)C(=O)NC=1C=CC(=NC1)N1CCN(CC1)C(=O)N (4-{5-[({5-[(2-Fluorophenyl)amino]-1,3,4-oxadiazol-2-yl}carbonyl)amino]pyridin-2-yl}piperazine-1-carboxamide). The yield is 81.2%. RXN SMILES: [O-:1][C:2]#[N:3].[Na+].[F:5][C:6]1[CH:11]=[CH:10][CH:9]=[CH:8][C:7]=1[NH:12][C:13]1[O:17][C:16]([C:18]([NH:20][C:21]2[CH:22]=[N:23][C:24]([N:27]3[CH2:32][CH2:31][NH:30][CH2:29][CH2:28]3)=[CH:25][CH:26]=2)=[O:19])=[N:15][N:14]=1.C(O)(=O)C.O1CCOCC1>O.C1COCC1>[F:5][C:6]1[CH:11]=[CH:10][CH:9]=[CH:8][C:7]=1[NH:12][C:13]1[O:17][C:16]([C:18]([NH:20][C:21]2[CH:26]=[CH:25][C:24]([N:27]3[CH2:32][CH2:31][N:30]([C:2]([NH2:3])=[O:1])[CH2:29][CH2:28]3)=[N:23][CH:22]=2)=[O:19])=[N:15][N:14]=1 |f:0.1|. Procedure details: Sodium cyanate 34 mg (0.52 mmol) was added to a mixture of 5-[(2-fluorophenyl)amino]-N-(6-piperazin-1-ylpyridin-3-yl)-1,3,4-oxadiazole-2-carboxamide (Intermediate 41, 100 mg, 0.26 mmol) and glacial acetic acid (0.2 mL) in 0.6 mL of water (0.6 mL) and THF (0.3 mL). The mixture was stirred for 16 h then sodium cyanate (34 mg), glacial acetic acid (0.2 mL), dioxan (0.5 mL) and water (0.2 mL) were added. The mixture was stirred for another 2 h then directly purified by reverse phase HPLC, eluting wi... Reactants: CC(=O)O, CC(=O)OC(C)=O, N#Cc1cnc(N)s1. Product: CC(=O)Nc1ncc(C#N)s1. RXN SMILES: [CH3:16][C:17](=[O:18])[OH:19].[CH3:9][C:10](=[O:11])[O:12][C:13](=[O:14])[CH3:15].[NH2:1][c:2]1[s:3][c:4]([C:7]#[N:8])[cH:5][n:6]1>>[NH:1]([c:2]1[s:3][c:4]([C:7]#[N:8])[cH:5][n:6]1)[C:10]([CH3:9])=[O:11]. The reactants are BrC1=CC=C(C(=N1)[C@]1(N=C([C@@](OC1)(C(F)(F)F)C)N)C)F ((2R,5R)-5-(6-bromo-3-fluoro-pyridin-2-yl)-2,5-dimethyl-2-trifluoromethyl-5,6-dihydro-2H-[1,4]oxazin-3-ylamine), C(#N)C=1C=C(C(=NC1)C(=O)N)C (5-cyano-3-methyl-pyridine-2-carboxylic acid amide), CC1(C2=C(C(=CC=C2)P(C3=CC=CC=C3)C4=CC=CC=C4)OC5=C(C=CC=C51)P(C6=CC=CC=C6)C7=CC=CC=C7)C (xantphos), C([O-])([O-])=O.[Cs+].[Cs+] (cesium carbonate). Reagents/catalysts: C=1C=CC(=CC1)/C=C/C(=O)/C=C/C2=CC=CC=C2.C=1C=CC(=CC1)/C=C/C(=O)/C=C/C2=CC=CC=C2.C=1C=CC(=CC1)/C=C/C(=O)/C=C/C2=CC=CC=C2.[Pd].[Pd] (Pd2(dba)3). Solvent: O1CCOCC1 (dioxane), O (water), CC(C)(C)OC (TBME). Conditions: temperature 80 celsius, time 18 hour. Yields the product NC1=N[C@](CO[C@]1(C(F)(F)F)C)(C)C1=C(C=CC(=N1)NC(=O)C1=NC=C(C=C1C)C#N)F (5-Cyano-3-methyl-pyridine-2-carboxylic acid [6-((3R,6R)-5-amino-3,6-dimethyl-6-trifluoromethyl-3,6-dihydro-2H-[1,4]oxazin-3-yl)-5-fluoro-pyridin-2-yl]-amide). The yield is 37.0%. As a reaction SMILES: Br[C:2]1[N:7]=[C:6]([C@:8]2([CH3:20])[CH2:13][O:12][C@@:11]([CH3:18])([C:14]([F:17])([F:16])[F:15])[C:10]([NH2:19])=[N:9]2)[C:5]([F:21])=[CH:4][CH:3]=1.[C:22]([C:24]1[CH:25]=[C:26]([CH3:33])[C:27]([C:30]([NH2:32])=[O:31])=[N:28][CH:29]=1)#[N:23].CC1(C)C2C(=C(P(C3C=CC=CC=3)C3C=CC=CC=3)C=CC=2)OC2C(P(C3C=CC=CC=3)C3C=CC=CC=3)=CC=CC1=2.C(=O)([O-])[O-].[Cs+].[Cs+]>O1CCOCC1.O.CC(OC)(C)C.C1C=CC(/C=C/C(/C=C/C2C=CC=CC=2)=O)=CC=1.C1C=CC(/C=C/C(/C=C/C2C=CC=CC=2)=O)=CC=1.C1C=CC(/C=C/C(/C=C/C2C=CC=CC=2)=O)=CC=1.[Pd].[Pd]>[NH2:19][C:10]1[C@:11]([CH3:18])([C:14]([F:17])([F:16])[F:15])[O:12][CH2:13][C@:8]([C:6]2[N:7]=[C:2]([NH:32][C:30]([C:27]3[C:26]([CH3:33])=[CH:25][C:24]([C:22]#[N:23])=[CH:29][N:28]=3)=[O:31])[CH:3]=[CH:4][C:5]=2[F:21])([CH3:20])[N:9]=1 |f:3.4.5,9.10.11.12.13|. Reported procedure: A mixture of (2R,5R)-5-(6-bromo-3-fluoro-pyridin-2-yl)-2,5-dimethyl-2-trifluoromethyl-5,6-dihydro-2H-[1,4]oxazin-3-ylamine (80 mg, 0.216 mmol), 5-cyano-3-methyl-pyridine-2-carboxylic acid amide (34.8 mg, 0.216 mmol, see Intermediates Amide 1), xantphos (11.26 mg, 0.019 mmol) and cesium carbonate (99 mg, 0.303 mmol) in dioxane (2 ml) was degassed for 5 minutes with argon. Pd2(dba)3 (5.94 mg, 6.48 μmol) was added, the microwave vial was sealed and stirred at 80° C. for 18 hours. The reaction mixtu... The reactants are CC(=O)OC(C)C, NC(=O)c1ccc(F)c2c1C=CCO2, I, O=N[O-], [Na+], O. Yields the product NC(=O)c1ccc(F)c2c1C=C([N+](=O)[O-])CO2. RXN SMILES: [C:19]([O:20][CH:21]([CH3:22])[CH3:23])(=[O:24])[CH3:25].[F:1][c:2]1[cH:3][cH:4][c:5]([C:12](=[O:13])[NH2:14])[c:6]2[c:11]1[O:10][CH2:9][CH:8]=[CH:7]2.[I:26].[N:15](=[O:16])[O-:17].[Na+:18].[OH2:27]>>[F:1][c:2]1[cH:3][cH:4][c:5]([C:12](=[O:13])[NH2:14])[c:6]2[c:11]1[O:10][CH2:9][C:8]([N+:15](=[O:16])[O-:17])=[CH:7]2.